Dataset: the Open Reaction Database (ORD), a public repository of structured organic reaction records. Task: describe an organic reaction: reactants, conditions, products, and yield Starting materials: CCOC(C)=O, [N-]=[N+]=NCC(=O)CNC1=Nc2ccc(Cl)cc2C(c2ccccc2)=NC1, [H][H]. Yields the product NCC(=O)CNC1=Nc2ccc(Cl)cc2C(c2ccccc2)=NC1. As a reaction SMILES: [CH3:29][CH2:30][O:31][C:32](=[O:33])[CH3:34].[Cl:1][c:2]1[cH:3][cH:4][c:5]2[c:6]([cH:26]1)[C:7]([c:20]1[cH:21][cH:22][cH:23][cH:24][cH:25]1)=[N:8][CH2:9][C:10]([NH:12][CH2:13][C:14](=[O:15])[CH2:16][N:17]=[N+:18]=[N-:19])=[N:11]2.[H:27][H:28]>>[Cl:1][c:2]1[cH:3][cH:4][c:5]2[c:6]([cH:26]1)[C:7]([c:20]1[cH:21][cH:22][cH:23][cH:24][cH:25]1)=[N:8][CH2:9][C:10]([NH:12][CH2:13][C:14](=[O:15])[CH2:16][NH2:17])=[N:11]2.